From a dataset of the Open Reaction Database (ORD), a public repository of structured organic reaction records. describe an organic reaction: reactants, conditions, products, and yield Starting materials: C(CO)(=O)OCC (ethyl glycolate), C1(=CC=CC=C1)P(C1=CC=CC=C1)C1=CC=CC=C1 (triphenylphosphine), N(=NC(=O)OCC)C(=O)OCC (diethyl azodicarboxylate), [N+](=O)([O-])C=1C(=C(C=C(C=O)C1)OC)O (5-nitrovanillin). Run in O1CCCC1 (tetrahydrofuran). Reaction conditions: time 8 hour. Product: C(C)OC(COC1=C(C=C(C=C1[N+](=O)[O-])C=O)OC)=O ((4-Formyl-2-methoxy-6-nitro-phenoxy)-acetic acid ethyl ester). RXN SMILES: [N+:1]([C:4]1[C:5]([OH:14])=[C:6]([O:12][CH3:13])[CH:7]=[C:8]([CH:11]=1)[CH:9]=[O:10])([O-:3])=[O:2].[C:15]([O:19][CH2:20][CH3:21])(=[O:18])[CH2:16]O.C1(P(C2C=CC=CC=2)C2C=CC=CC=2)C=CC=CC=1.N(C(OCC)=O)=NC(OCC)=O>O1CCCC1>[CH2:20]([O:19][C:15](=[O:18])[CH2:16][O:14][C:5]1[C:4]([N+:1]([O-:3])=[O:2])=[CH:11][C:8]([CH:9]=[O:10])=[CH:7][C:6]=1[O:12][CH3:13])[CH3:21]. Procedure: To a room temperature solution of 5-nitrovanillin (2.00 g, 10.11 mmol) in tetrahydrofuran (100 mL) was added ethyl glycolate (0.960 mL, 10.11 mmol), triphenylphosphine (3.84 g, 14.65 mmol), and dropwise addition of diethyl azodicarboxylate (2.70 mL, 17.10 mmol). The reaction was stirred overnight at room temperature. The solution was then concentrated in under reduced pressure to yield a crude oil. Purification of the residue by silica gel flash chromatography (20% ethyl acetate/hexane to 40% et... Starting materials: [BH4-], CC(C)(C)c1ccc(C=O)cc1, CO, Cl, NCCc1ccc(C(F)(F)F)cc1, [Na+]. As a reaction SMILES: [BH4-:26].[C:1]([CH3:2])([CH3:3])([CH3:4])[c:5]1[cH:6][cH:7][c:8]([CH:9]=[O:10])[cH:11][cH:12]1.[CH3:29][OH:30].[ClH:28].[F:13][C:14]([c:15]1[cH:16][cH:17][c:18]([CH2:21][CH2:22][NH2:23])[cH:19][cH:20]1)([F:24])[F:25].[Na+:27]>>[C:1]([CH3:2])([CH3:3])([CH3:4])[c:5]1[cH:6][cH:7][c:8]([CH2:9][NH:23][CH2:22][CH2:21][c:18]2[cH:17][cH:16][c:15]([C:14]([F:13])([F:24])[F:25])[cH:20][cH:19]2)[cH:11][cH:12]1. The product is CC(C)(C)c1ccc(CNCCc2ccc(C(F)(F)F)cc2)cc1. Reactants: Intermediate 216, FC(C(=O)O)(F)F.C1(CC1)CCOC=1NC(=C2N=C(N=C2N1)OC)N (2-[(2-cyclopropylethyl)oxy]-8-(methyloxy)-1H-purin-6-amine trifluoroacetate), BrCCC1OCCCC1 (2-(2-bromoethyl)tetrahydro-2H-pyran). Yields the product C1(CC1)CCOC1=NC(=C2N=C(N(C2=N1)CCC1OCCCC1)OC)N (2-[(2-Cyclopropylethyl)oxy]-8-(methyloxy)-9-[2-(tetrahydro-2H-pyran-2-yl)ethyl]-9H-purin-6-amine). RXN SMILES: FC(F)(F)C(O)=O.[CH:8]1([CH2:11][CH2:12][O:13][C:14]2[NH:15][C:16]([NH2:25])=[C:17]3[C:21]([N:22]=2)=[N:20][C:19]([O:23][CH3:24])=[N:18]3)[CH2:10][CH2:9]1.Br[CH2:27][CH2:28][CH:29]1[CH2:34][CH2:33][CH2:32][CH2:31][O:30]1>>[CH:8]1([CH2:11][CH2:12][O:13][C:14]2[N:22]=[C:21]3[C:17]([N:18]=[C:19]([O:23][CH3:24])[N:20]3[CH2:27][CH2:28][CH:29]3[CH2:34][CH2:33][CH2:32][CH2:31][O:30]3)=[C:16]([NH2:25])[N:15]=2)[CH2:10][CH2:9]1 |f:0.1|. Procedure: Prepared similarly to Intermediate 216 from 2-[(2-cyclopropylethyl)oxy]-8-(methyloxy)-1H-purin-6-amine trifluoroacetate and 2-(2-bromoethyl)tetrahydro-2H-pyran. The reactants are C1=CC=CC=2C3=CC=CC=C3C(C12)CC1C(=O)N(C(C1)=O)O (9-Fluorenylmethyl-N-hydroxysuccinimide), CCOCC (ether), C([O-])([O-])=O.[Na+].[Na+] (sodium carbonate), N1C=NC=C1 (imidazole), C([O-])([O-])=O.[Na+].[Na+] (sodium carbonate). Solvent: CC(=O)C (acetone), O (water), CC(=O)C (acetone). Reaction conditions: time 20 minute. Product: CCOCC.CCCC(C)C (ether isohexane). Reaction SMILES: N1C=CN=C1.C(=O)([O-])[O-].[Na+].[Na+].[CH:12]1[C:24]2[CH:23](CC3CC(=O)N(O)C3=O)C3C(=CC=CC=3)[C:16]=2C=[CH:14][CH:13]=1.[CH3:34][CH2:35][O:36][CH2:37][CH3:38]>O.CC(C)=O>[CH3:34][CH2:35][O:36][CH2:37][CH3:38].[CH3:14][CH2:13][CH2:12][CH:24]([CH3:23])[CH3:16] |f:1.2.3,8.9|. Procedure details: The deprotected imidazole derivative (3.9 g, 14 mmole) was dissolved in water (50 ml), acetone (30 ml) and 1M sodium carbonate (30 ml) and the solution was cooled in an ice bath. 9-Fluorenylmethyl-N-hydroxysuccinimide (4.76 g) in acetone (30 ml) was added dropwise with stirring over a period of 20 minutes (pH maintained at 9 by the addition of 1M sodium carbonate solution) and the stirring was continued overnight. Acetone was removed by evaporation and the aqueous solution was acidified with 1M ... Reactants: COC1=C(C(=O)OC)C=C(C=C1)N (methyl 2-methoxy-5-aminobenzoate), Cl (hydrochloric acid), N(=O)[O-].[Na+] (sodium nitrite), C(C)OC(=S)S (ethyl xanthic acid), [Na] (sodium), C([O-])([O-])=O.[Na+].[Na+] (sodium carbonate), [OH-].[Na+] (sodium hydroxide), COS(=O)(=O)OC (dimethylsulfate), [S-2].[Na+].[Na+] (sodium sulfide), Cl (hydrochloric acid). Run in C(C)(=O)OCC.CCCCCC (ethyl acetate hexane), O (water). Conditions: time 1.5 hour. Product: COC1=C(C(=S)OC)C=C(C=C1)C (methyl 2-methoxy-5-methylthiobenzoate). Reaction SMILES: [CH3:1][O:2][C:3]1[CH:12]=[CH:11][C:10](N)=[CH:9][C:4]=1C(OC)=O.Cl.N([O-])=O.[Na+].[CH2:19]([O:21][C:22]([SH:24])=S)C.[Na].[C:26](=O)([O-])[O-].[Na+].[Na+].[S-2].[Na+].[Na+].[OH-].[Na+].COS(OC)(=O)=O>O.C(OCC)(=O)C.CCCCCC>[CH3:1][O:2][C:3]1[CH:4]=[CH:9][C:10]([CH3:26])=[CH:11][C:12]=1[C:22]([O:21][CH3:19])=[S:24] |f:2.3,6.7.8,9.10.11,12.13,16.17,^1:24|. Procedure: Alternately, combine methyl 2-methoxy-5-aminobenzoate (1.0 g, 5.6 mmol) and 12 M aqueous hydrochloric acid solution (1.2 g and cool in an ice bath. Add a solution of sodium nitrite (0.37 g, 5.3 mmol) in water (3 mL). After 1.5 hours, add ethyl xanthic acid, sodium salt (0.76 g, 6.3 mmol) and sodium carbonate (0.67 g, 6.3 mmol). After 2 hours, evaporate in vacuo and add sodium sulfide (0.69 g, 2.7 mmol) and a 1 M aqueous sodium hydroxide solution (10 mL). After 4 hours, add dimethylsulfate and he... Reactants: Cc1nc2sccn2c(=O)c1-c1ccc(C(F)(F)F)cc1, CC[O-], CCO, COc1ccc(C=O)cc1OCC1CC1, [Na+]. Yields the product COc1ccc(C=Cc2nc3sccn3c(=O)c2-c2ccc(C(F)(F)F)cc2)cc1OCC1CC1. RXN SMILES: [CH3:1][c:2]1[n:3][c:4]2[n:5]([c:6](=[O:18])[c:7]1-[c:8]1[cH:9][cH:10][c:11]([C:14]([F:15])([F:16])[F:17])[cH:12][cH:13]1)[cH:19][cH:20][s:21]2.[CH3:38][CH2:39][O-:40].[CH3:41][CH2:42][OH:43].[CH:22]1([CH2:25][O:26][c:27]2[cH:28][c:29]([CH:30]=[O:31])[cH:32][cH:33][c:34]2[O:35][CH3:36])[CH2:23][CH2:24]1.[Na+:37]>>[CH:1]([c:2]1[n:3][c:4]2[n:5]([c:6](=[O:18])[c:7]1-[c:8]1[cH:9][cH:10][c:11]([C:14]([F:15])([F:16])[F:17])[cH:12][cH:13]1)[cH:19][cH:20][s:21]2)=[CH:30][c:29]1[cH:28][c:27]([O:26][CH2:25][CH:22]2[CH2:23][CH2:24]2)[c:34]([O:35][CH3:36])[cH:33][cH:32]1. The product is O1C2=C(OCC1)C=C(C=C2)C(=O)N[C@H]2C[C@@H](N(CC2)C(=O)OC(C)(C)C)C2=NC1=C(N2CCOS(=O)(=O)C)C=CC=C1 ((2R,4R)-tert-butyl 4-(2,3-dihydrobenzo[b][1,4]dioxine-6-carboxamido)-2-(1-(2-(methylsulfonyloxy)ethyl)-1H-benzo[d]imidazol-2-yl)piperidine-1-carboxylate). Starting materials: CS(=O)(=O)Cl (Methanesulfonyl chloride), O1C2=C(OCC1)C=C(C=C2)C(=O)N[C@H]2C[C@@H](N(CC2)C(=O)OC(C)(C)C)C2=NC1=C(N2CCO)C=CC=C1 ((2R,4R)-tert-butyl 4-(2,3-dihydrobenzo[b][1,4]dioxine-6-carboxamido)-2-(1-(2-hydroxyethyl)-1H-benzo[d]imidazol-2-yl)piperidine-1-carboxylate), O (Water), C(C)(=O)OCC (ethyl acetate). Run in N1=CC=CC=C1 (pyridine). RXN SMILES: [CH3:1][S:2](Cl)(=[O:4])=[O:3].[O:6]1[CH2:11][CH2:10][O:9][C:8]2[CH:12]=[C:13]([C:16]([NH:18][C@@H:19]3[CH2:24][CH2:23][N:22]([C:25]([O:27][C:28]([CH3:31])([CH3:30])[CH3:29])=[O:26])[C@@H:21]([C:32]4[N:36]([CH2:37][CH2:38][OH:39])[C:35]5[CH:40]=[CH:41][CH:42]=[CH:43][C:34]=5[N:33]=4)[CH2:20]3)=[O:17])[CH:14]=[CH:15][C:7]1=2.O.C(OCC)(=O)C>CN(C1C=CN=CC=1)C.N1C=CC=CC=1>[O:6]1[CH2:11][CH2:10][O:9][C:8]2[CH:12]=[C:13]([C:16]([NH:18][C@@H:19]3[CH2:24][CH2:23][N:22]([C:25]([O:27][C:28]([CH3:31])([CH3:30])[CH3:29])=[O:26])[C@@H:21]([C:32]4[N:36]([CH2:37][CH2:38][O:39][S:2]([CH3:1])(=[O:4])=[O:3])[C:35]5[CH:40]=[CH:41][CH:42]=[CH:43][C:34]=5[N:33]=4)[CH2:20]3)=[O:17])[CH:14]=[CH:15][C:7]1=2. The reagents and catalysts are CN(C)C=1C=CN=CC1 (DMAP). Reaction conditions: time 5 hour. Isolated yield 72.1%. Procedure details: Methanesulfonyl chloride (51.3 mg, 0.448 mmol) was added to a solution of (2R,4R)-tert-butyl 4-(2,3-dihydrobenzo[b][1,4]dioxine-6-carboxamido)-2-(1-(2-hydroxyethyl)-1H-benzo[d]imidazol-2-yl)piperidine-1-carboxylate (78 mg, 0.15 mmol) and DMAP (3.5 mg) in pyridine (1 mL) at 0° C. and the resulting mixture was stirred at room temperature for 5 hours. Water and ethyl acetate were added to the reaction mixture. The organic layer was separated and dried over MgSO4 and concentrated to give a yellow so...